This data is from the Open Reaction Database (ORD), a public repository of structured organic reaction records. The task is: describe an organic reaction: reactants, conditions, products, and yield Reactants: BrC1=CC=C(CN2CCNCC2)C=C1 (1-(4-Bromo-benzyl)-piperazine), C1(=CC=CC=C1)C (toluene), FC(C1=C(C=CC=C1)B(O)O)(F)F (2-(Trifluoromethyl)phenyl boronic acid), C([O-])([O-])=O.[Na+].[Na+] (sodium carbonate). Reagents/catalysts: C=1C=CC(=CC1)[P](C=2C=CC=CC2)(C=3C=CC=CC3)[Pd]([P](C=4C=CC=CC4)(C=5C=CC=CC5)C=6C=CC=CC6)([P](C=7C=CC=CC7)(C=8C=CC=CC8)C=9C=CC=CC9)[P](C=1C=CC=CC1)(C=1C=CC=CC1)C=1C=CC=CC1 (tetrakis(triphenylphosphine)palladium(0)). The solvent is C(C)O (ethanol). Run at temperature 120 celsius. Product: FC(C1=C(C=CC=C1)C1=CC=C(C=C1)CN1CCNCC1)(F)F (1-(2′-Trifluoromethyl-biphenyl-4-ylmethyl)-piperazine). Reaction SMILES: Br[C:2]1[CH:14]=[CH:13][C:5]([CH2:6][N:7]2[CH2:12][CH2:11][NH:10][CH2:9][CH2:8]2)=[CH:4][CH:3]=1.[F:15][C:16]([F:27])([F:26])[C:17]1[CH:22]=[CH:21][CH:20]=[CH:19][C:18]=1B(O)O.C(=O)([O-])[O-].[Na+].[Na+].C1(C)C=CC=CC=1>C1C=CC([P]([Pd]([P](C2C=CC=CC=2)(C2C=CC=CC=2)C2C=CC=CC=2)([P](C2C=CC=CC=2)(C2C=CC=CC=2)C2C=CC=CC=2)[P](C2C=CC=CC=2)(C2C=CC=CC=2)C2C=CC=CC=2)(C2C=CC=CC=2)C2C=CC=CC=2)=CC=1.C(O)C>[F:15][C:16]([F:27])([F:26])[C:17]1[CH:22]=[CH:21][CH:20]=[CH:19][C:18]=1[C:2]1[CH:14]=[CH:13][C:5]([CH2:6][N:7]2[CH2:12][CH2:11][NH:10][CH2:9][CH2:8]2)=[CH:4][CH:3]=1 |f:2.3.4,^1:44,46,65,84|. Procedure: This compound could be made in the following manner: 1-(4-Bromo-benzyl)-piperazine would be combined with 1 equ of 2-(Trifluoromethyl)phenyl boronic acid, 10 mol % of tetrakis(triphenylphosphine)palladium(0), 2M sodium carbonate solution, toluene and ethanol. The reaction mixture would be heated in a sealed tube at 120° C. overnight in an oil bath. The reaction mixture would then be filtered through Celite and concentrated in vacuo. The residue would then be purified by flash chromatography. The reactants are Cl (hydrochloric acid), COC=1C=C(C=CC1)C1NC2=CC=C(C=C2C(C1)(C)C)C(=O)NS(=O)(=O)C (N-[2-(3-methoxy-phenyl)-4,4-dimethyl-1,2,3,4-tetrahydro-quinoline-6-carbonyl]-methanesulfonamide), [OH-].[Na+] (sodium hydroxide), O (water). Run in C(C)#N (acetonitrile). Conditions: temperature 60 celsius, time 12 hour. Yields the product COC=1C=C(C=CC1)C1NC2=CC=C(C=C2C(C1)(C)C)C(=O)O (2-(3-methoxy-phenyl)-4,4-dimethyl-1,2,3,4-tetrahydro-quinoline-6-carboxylic acid). Isolated yield 90.4%. As a reaction SMILES: [CH3:1][O:2][C:3]1[CH:4]=[C:5]([CH:9]2[CH2:18][C:17]([CH3:20])([CH3:19])[C:16]3[C:11](=[CH:12][CH:13]=[C:14]([C:21](NS(C)(=O)=O)=[O:22])[CH:15]=3)[NH:10]2)[CH:6]=[CH:7][CH:8]=1.[OH-:28].[Na+].O.Cl>C(#N)C>[CH3:1][O:2][C:3]1[CH:4]=[C:5]([CH:9]2[CH2:18][C:17]([CH3:20])([CH3:19])[C:16]3[C:11](=[CH:12][CH:13]=[C:14]([C:21]([OH:22])=[O:28])[CH:15]=3)[NH:10]2)[CH:6]=[CH:7][CH:8]=1 |f:1.2|. Procedure details: A mixture of N-[2-(3-methoxy-phenyl)-4,4-dimethyl-1,2,3,4-tetrahydro-quinoline-6-carbonyl]-methanesulfonamide (1.0 g, 2.95 mmol), sodium hydroxide (0.59 g, 14.75 mmol), water (15 mL) in acetonitrile (30 mL) was stirred at 60° C. for 12 h. The mixture was neutralized with a 3 N aqueous hydrochloric acid solution and extracted with ethyl acetate (2×50 mL), washed with water, dried over anhydrous sodium sulfate and then concentrated in vacuo to afford 2-(3-methoxy-phenyl)-4,4-dimethyl-1,2,3,4-tetra... Reactants: Cl (hydrochloric acid), ClC1=C(C(=O)N(C=2SC(=C(N2)C(=O)O)C)C2=CC(=C(C=C2)Cl)OC)C=CC(=C1)Cl (2-[(2,4-dichloro-benzoyl)-(4-chloro-3-methoxy-phenyl)-amino]-5-methyl-thiazole-4-carboxylic acid), N1CCCC1 (pyrrolidine), C(=O)(N1C=NC=C1)N1C=NC=C1 (1,1′-carbonyldiimidazole). Solvent: ClCCl (dichloromethane). Reaction conditions: time 16 hour. The product is ClC1=C(C(=O)N(C=2SC=C(N2)C(=O)N2CCCC2)C2=CC(=C(C=C2)Cl)OC)C=CC(=C1)Cl (2,4-Dichloro-N-(4-chloro-3-methoxy-phenyl)-N-[4-(pyrrolidine-1-carbonyl)thiazole-2-yl]-benzamide). Yield: 62.2%. RXN SMILES: [Cl:1][C:2]1[CH:28]=[C:27]([Cl:29])[CH:26]=[CH:25][C:3]=1[C:4]([N:6]([C:16]1[CH:21]=[CH:20][C:19]([Cl:22])=[C:18]([O:23][CH3:24])[CH:17]=1)[C:7]1[S:8][C:9](C)=[C:10]([C:12](O)=[O:13])[N:11]=1)=[O:5].[NH:30]1[CH2:34][CH2:33][CH2:32][CH2:31]1.C(N1C=CN=C1)(N1C=CN=C1)=O.Cl>ClCCl>[Cl:1][C:2]1[CH:28]=[C:27]([Cl:29])[CH:26]=[CH:25][C:3]=1[C:4]([N:6]([C:16]1[CH:21]=[CH:20][C:19]([Cl:22])=[C:18]([O:23][CH3:24])[CH:17]=1)[C:7]1[S:8][CH:9]=[C:10]([C:12]([N:30]2[CH2:34][CH2:33][CH2:32][CH2:31]2)=[O:13])[N:11]=1)=[O:5]. Procedure details: A mixture of 400 mg (0.85 mmol) 2-[(2,4-dichloro-benzoyl)-(4-chloro-3-methoxy-phenyl)-amino]-5-methyl-thiazole-4-carboxylic acid, 105 μL (1.27 mmol) pyrrolidine and 179 mg (1.10 mmol) 1,1′-carbonyldiimidazole in 12 mL dichloromethane was stirred for 16 h at room temperature. The mixture was poured onto 0.5 N hydrochloric acid and extracted with dichloromethane. Organic phases were pooled, washed with water and brine and dried with MgSO4. Volatiles were removed in vacuo and the residue was purifi... Starting materials: COC(=O)CCC(=NOCc1ccc(OCc2ccccc2)cc1)c1ccccc1, Cl, [Li+], C1CCOC1, [OH-], O. The product is O=C(O)CCC(=NOCc1ccc(OCc2ccccc2)cc1)c1ccccc1. RXN SMILES: [CH2:4]([c:5]1[cH:6][cH:7][cH:8][cH:9][cH:10]1)[O:11][c:12]1[cH:13][cH:14][c:15]([CH2:16][O:17][N:18]=[C:19]([CH2:20][CH2:21][C:22](=[O:23])[O:24][CH3:25])[c:26]2[cH:27][cH:28][cH:29][cH:30][cH:31]2)[cH:32][cH:33]1.[ClH:34].[Li+:3].[O:35]1[CH2:36][CH2:37][CH2:38][CH2:39]1.[OH-:2].[OH2:1]>>[CH2:4]([c:5]1[cH:6][cH:7][cH:8][cH:9][cH:10]1)[O:11][c:12]1[cH:13][cH:14][c:15]([CH2:16][O:17][N:18]=[C:19]([CH2:20][CH2:21][C:22](=[O:23])[OH:24])[c:26]2[cH:27][cH:28][cH:29][cH:30][cH:31]2)[cH:32][cH:33]1.